From a dataset of the Open Reaction Database (ORD), a public repository of structured organic reaction records. describe an organic reaction: reactants, conditions, products, and yield The reactants are COc1ccc(C2CN(Cc3ccccc3)CC2C#N)cc1OC1CCCC1, CC#N, COC(=O)Cl. Yields the product COC(=O)N1CC(C#N)C(c2ccc(OC)c(OC3CCCC3)c2)C1. Reaction SMILES: [C:1](#[N:2])[CH:3]1[CH2:4][N:5]([CH2:22][c:23]2[cH:24][cH:25][cH:26][cH:27][cH:28]2)[CH2:6][CH:7]1[c:8]1[cH:9][c:10]([O:16][CH:17]2[CH2:18][CH2:19][CH2:20][CH2:21]2)[c:11]([O:14][CH3:15])[cH:12][cH:13]1.[CH3:34][C:35]#[N:36].[Cl:29][C:30](=[O:31])[O:32][CH3:33]>>[C:1](#[N:2])[CH:3]1[CH2:4][N:5]([C:30](=[O:31])[O:32][CH3:33])[CH2:6][CH:7]1[c:8]1[cH:9][c:10]([O:16][CH:17]2[CH2:18][CH2:19][CH2:20][CH2:21]2)[c:11]([O:14][CH3:15])[cH:12][cH:13]1. Reactants: BrC1=C(C(=C(C=C1)OC)[N+](=O)[O-])F (1-bromo-2-fluoro-4-methoxy-3-nitrobenzene), C1(=CC=CC=C1)O (phenol). Product: BrC1=C(C(=C(C=C1)OC)[N+](=O)[O-])OC1=CC=CC=C1 (1-Bromo-4-methoxy-3-nitro-2-phenoxybenzene). RXN SMILES: [Br:1][C:2]1[CH:7]=[CH:6][C:5]([O:8][CH3:9])=[C:4]([N+:10]([O-:12])=[O:11])[C:3]=1F.[C:14]1([OH:20])[CH:19]=[CH:18][CH:17]=[CH:16][CH:15]=1>>[Br:1][C:2]1[CH:7]=[CH:6][C:5]([O:8][CH3:9])=[C:4]([N+:10]([O-:12])=[O:11])[C:3]=1[O:20][C:14]1[CH:19]=[CH:18][CH:17]=[CH:16][CH:15]=1. Procedure: This compound was synthesized according to the procedure of Example 1, Step 1, using 1-bromo-2-fluoro-4-methoxy-3-nitrobenzene and phenol as the starting materials. The reactants are BrC1=NC=C(C=C1OC(C(F)Cl)(F)F)Cl (2-bromo-5-chloro-3-(2-chloro-1,1,2-trifluoroethoxy)pyridine), OC1=CC=C(OC(C(=O)OCC)C)C=C1 (ethyl 4-hydroxyphenoxypropionate), C([O-])([O-])=O.[K+].[K+] (potassium carbonate). Solvent: CS(=O)C (dimethyl sulfoxide), C(C)OCC (diethyl ether). Yields the product ClC=1C=C(C(=NC1)OC1=CC=C(OC(C(=O)OCC)C)C=C1)OC(C(F)Cl)(F)F (Ethyl 2-(4-(5-chloro-3-(2-chloro-1,1,2-trifluoroethoxy)-2-pyridyloxy)-phenoxy)propionate). As a reaction SMILES: Br[C:2]1[C:7]([O:8][C:9]([F:14])([F:13])[CH:10]([Cl:12])[F:11])=[CH:6][C:5]([Cl:15])=[CH:4][N:3]=1.[OH:16][C:17]1[CH:30]=[CH:29][C:20]([O:21][CH:22]([CH3:28])[C:23]([O:25][CH2:26][CH3:27])=[O:24])=[CH:19][CH:18]=1.C(=O)([O-])[O-].[K+].[K+]>CS(C)=O.C(OCC)C>[Cl:15][C:5]1[CH:6]=[C:7]([O:8][C:9]([F:14])([F:13])[CH:10]([Cl:12])[F:11])[C:2]([O:16][C:17]2[CH:18]=[CH:19][C:20]([O:21][CH:22]([CH3:28])[C:23]([O:25][CH2:26][CH3:27])=[O:24])=[CH:29][CH:30]=2)=[N:3][CH:4]=1 |f:2.3.4|. Procedure details: 9.75 g (30 mmol) of 2-bromo-5-chloro-3-(2-chloro-1,1,2-trifluoroethoxy)pyridine, 6.94 g (33 mmol) of ethyl 4-hydroxyphenoxypropionate and 6.6 g of anhydrous potassium carbonate in 40 ml of absolute dimethyl sulfoxide were stirred for 9 hours at 80° C. under argon. After cooling, the mixture was diluted with 300 ml of diethyl ether, the potassium carbonate was filtered off, and the organic phase was washed with 5% strength KOH and subsequently with water until neutral. After drying, the compound ... Reactants: C1CCC2=NCCCN2CC1, CC#N, CC1COCCN1c1cc(CI)nc(Cl)n1, Sc1ccncc1. The product is CC1COCCN1c1cc(CSc2ccncc2)nc(Cl)n1. As a reaction SMILES: [CH2:24]1[CH2:25][CH2:26][C:27]2=[N:32][CH2:31][CH2:30][CH2:29][N:28]2[CH2:33][CH2:34]1.[CH3:35][C:36]#[N:37].[Cl:8][c:9]1[n:10][c:11]([N:17]2[CH:18]([CH3:23])[CH2:19][O:20][CH2:21][CH2:22]2)[cH:12][c:13]([CH2:15][I:16])[n:14]1.[SH:1][c:2]1[cH:3][cH:4][n:5][cH:6][cH:7]1>>[S:1]([c:2]1[cH:3][cH:4][n:5][cH:6][cH:7]1)[CH2:15][c:13]1[cH:12][c:11]([N:17]2[CH:18]([CH3:23])[CH2:19][O:20][CH2:21][CH2:22]2)[n:10][c:9]([Cl:8])[n:14]1.